Dataset: the Open Reaction Database (ORD), a public repository of structured organic reaction records. Task: describe an organic reaction: reactants, conditions, products, and yield Reactants: C(C)(=O)C(C(=O)OCC)CCC1=CC=C(C=C1)[N+](=O)[O-] (α-acetyl-4-nitrobenzenebutanoic acid, ethyl ester), Cl (hydrochloric acid). The solvent is C1CCOC1 (THF). Product: [N+](=O)([O-])C1=CC=C(C=C1)CCCC(C)=O (5-(4-nitrophenyl)-2-pentanone). Yield: 40.3%. RXN SMILES: [C:1]([CH:4]([CH2:10][CH2:11][C:12]1[CH:17]=[CH:16][C:15]([N+:18]([O-:20])=[O:19])=[CH:14][CH:13]=1)C(OCC)=O)(=[O:3])[CH3:2].Cl>C1COCC1>[N+:18]([C:15]1[CH:14]=[CH:13][C:12]([CH2:11][CH2:10][CH2:4][C:1](=[O:3])[CH3:2])=[CH:17][CH:16]=1)([O-:20])=[O:19]. Procedure: A mixture of 22.3 g (0.080 mol) of α-acetyl-4-nitrobenzenebutanoic acid, ethyl ester in 500 ml of THF was charged with 250 ml of 6N hydrochloric acid and refluxed overnight. The reaction mixture was cooled and evaporated to dryness under reduced pressure. The residue was diluted with water and extracted three times with diethyl ether. The organic extracts were separated, washed twice with 1N sodium hydroxide, three times with water and once with a saturated sodium chloride solution. The organic ... Reported procedure: To a solution of 2-(3-bromo-2-ethyl-phenyl)-malonic acid diethyl ester (D127) (13 g, 37.88 mmol) in methanol (130 mL) was added sodium borohydride (14.33 g, 378.78 mmol), the reaction mixture was stirred for 12 hr at room temperature. Then water was added and extracted with CH2Cl2. The organic layers were separated, dried over Na2SO4, and concentrated in vacuo to afford 2-(3-bromo-2-ethyl-phenyl)-propane-1,3-diol (D128) (8 g). MS (ES): C11H15BrO2 requires 258.0. found 223.0 (M+H+-36). Yields the product BrC=1C(=C(C=CC1)C(CO)CO)CC (2-(3-Bromo-2-ethyl-phenyl)-propane-1,3-diol). Reaction SMILES: C([O:3][C:4](=O)[CH:5]([C:11]1[CH:16]=[CH:15][CH:14]=[C:13]([Br:17])[C:12]=1[CH2:18][CH3:19])[C:6](OCC)=[O:7])C.[BH4-].[Na+].O>CO>[Br:17][C:13]1[C:12]([CH2:18][CH3:19])=[C:11]([CH:5]([CH2:6][OH:7])[CH2:4][OH:3])[CH:16]=[CH:15][CH:14]=1 |f:1.2|. Reaction conditions: time 12 hour. Yield: 81.5%. Starting materials: C(C)OC(C(C(=O)OCC)C1=C(C(=CC=C1)Br)CC)=O (2-(3-bromo-2-ethyl-phenyl)-malonic acid diethyl ester), [BH4-].[Na+] (sodium borohydride), O (water). Run in CO (methanol). The reactants are Cl (hydrochloric acid), NC1=C(C=C(C=C1)F)[N+](=O)[O-] (2-amino-5-fluoronitrobenzene), CSC1=CC=C(CCl)C=C1 (4-methylthiobenzyl chloride), C(C)(=O)[O-].[Na+] (sodium acetate). Reagents/catalysts: II (iodine). Reaction conditions: temperature 120 celsius. Yields the product CSC1=CC=C(CNC2=C(C=C(C=C2)F)[N+](=O)[O-])C=C1 (2-(4-methylthiobenzyl)amino-5-fluoronitrobenzene). Yield: 51.3%. Reaction SMILES: [NH2:1][C:2]1[CH:7]=[CH:6][C:5]([F:8])=[CH:4][C:3]=1[N+:9]([O-:11])=[O:10].[CH3:12][S:13][C:14]1[CH:21]=[CH:20][C:17]([CH2:18]Cl)=[CH:16][CH:15]=1.C([O-])(=O)C.[Na+].Cl>II>[CH3:12][S:13][C:14]1[CH:21]=[CH:20][C:17]([CH2:18][NH:1][C:2]2[CH:7]=[CH:6][C:5]([F:8])=[CH:4][C:3]=2[N+:9]([O-:11])=[O:10])=[CH:16][CH:15]=1 |f:2.3|. Reported procedure: 24.8 g of 2-amino-5-fluoronitrobenzene and 27.6 g of 4-methylthiobenzyl chloride are mixed and 14.4 g of anhydrous sodium acetate and 0.3 g of iodine are added. The mixture is heated at 120° C. for 12 hours, with stirring, and is then cooled, taken up with a dilute solution of hydrochloric acid and extracted with ethyl acetate. The organic phase is washed with dilute hydrochloric acid and then with water, dried over magnesium sulfate and evaporated to dryness. The oil obtained crystallizes from ... Reaction SMILES: [C:1]([O:5][C:6]([N:8]1[C@H:12]([CH2:13][O:14][Si:15]([C:28]([CH3:31])([CH3:30])[CH3:29])([C:22]2[CH:27]=[CH:26][CH:25]=[CH:24][CH:23]=2)[C:16]2[CH:21]=[CH:20][CH:19]=[CH:18][CH:17]=2)[CH2:11][CH2:10][C:9]1=[O:32])=[O:7])([CH3:4])([CH3:3])[CH3:2].[Li]N([Si](C)(C)C)[Si](C)(C)[CH3:36].IC>C1COCC1>[C:1]([O:5][C:6]([N:8]1[C@H:12]([CH2:13][O:14][Si:15]([C:28]([CH3:31])([CH3:30])[CH3:29])([C:22]2[CH:23]=[CH:24][CH:25]=[CH:26][CH:27]=2)[C:16]2[CH:21]=[CH:20][CH:19]=[CH:18][CH:17]=2)[CH2:11][C@@H:10]([CH3:36])[C:9]1=[O:32])=[O:7])([CH3:4])([CH3:2])[CH3:3]. Reactants: C(C)(C)(C)OC(=O)N1C(CC[C@H]1CO[Si](C1=CC=CC=C1)(C1=CC=CC=C1)C(C)(C)C)=O ((S)-1-t-butoxycarbonyl-5-t-butyldiphenylsiloxymethyl-pyrrolidine-2-one), solution, [Li]N([Si](C)(C)C)[Si](C)(C)C (LiN(SiMe3)2), IC (iodomethane). The product is C(C)(C)(C)OC(=O)N1C([C@@H](C[C@H]1CO[Si](C1=CC=CC=C1)(C1=CC=CC=C1)C(C)(C)C)C)=O ((3R,5S)-1-t-Butoxycarbonyl-5-t-butyldiphenylsiloxymethyl-3 -methyl-pyrrolidine-2-one). Yield: 47.3%. Procedure details: To a solution of (S)-1-t-butoxycarbonyl-5-t-butyldiphenylsiloxymethyl-pyrrolidine-2-one (15 g, 33 mmol) in THF (250 mL) at -78° C. a 1M solution of LiN(SiMe3)2 (35 mL, 35 mmol) was slowly added. After stirring for 1 hr, iodomethane (6.2 mL, 100 mmol) was added. The reaction mixture was allowed to stir for another 2 hr at -78° C. and then quenched with acetic acid. The mixture was concentrated into half volume, diluted with water (200 mL) and extracted with ethyl acetate (EtOAc). The combined ext... Reaction conditions: time 1 hour. Solvent: C1CCOC1 (THF).